Dataset: the Open Reaction Database (ORD), a public repository of structured organic reaction records. Task: describe an organic reaction: reactants, conditions, products, and yield Starting materials: FC1=C(C=CC(=C1)F)N1C=C(C(C2=CC(=C(C(=C12)F)F)F)=O)C(=O)O (1-(2,4-difluorophenyl)-6,7,8-trifluoro-1,4- dihydro-4-oxoquinoline-3-carboxylic acid), Br.[N+](=O)([O-])C1=C2CNCC2=CC=C1 (4-nitroisoindoline hydrobromide), C1CCC2=NCCCN2CC1 (DBU). Solvent: CN(C)C=O (DMF). Yields the product [N+](=O)([O-])C1=C2CN(CC2=CC=C1)C1=C(C=C2C(C(=CN(C2=C1F)C1=C(C=C(C=C1)F)F)C(=O)O)=O)F (7-(4-nitro-2-isoindolinyl)-1-(2,4-difluorophenyl)-6,8- difluoro-1,4-dihydro-4-oxoquinoline-3-carboxylic acid). Yield: 15.7%. Reaction SMILES: [F:1][C:2]1[CH:7]=[C:6]([F:8])[CH:5]=[CH:4][C:3]=1[N:9]1[C:18]2[C:13](=[CH:14][C:15]([F:21])=[C:16](F)[C:17]=2[F:19])[C:12](=[O:22])[C:11]([C:23]([OH:25])=[O:24])=[CH:10]1.Br.[N+:27]([C:30]1[CH:38]=[CH:37][CH:36]=[C:35]2[C:31]=1[CH2:32][NH:33][CH2:34]2)([O-:29])=[O:28].C1CCN2C(=NCCC2)CC1>CN(C=O)C>[N+:27]([C:30]1[CH:38]=[CH:37][CH:36]=[C:35]2[C:31]=1[CH2:32][N:33]([C:16]1[C:17]([F:19])=[C:18]3[C:13]([C:12](=[O:22])[C:11]([C:23]([OH:25])=[O:24])=[CH:10][N:9]3[C:3]3[CH:4]=[CH:5][C:6]([F:8])=[CH:7][C:2]=3[F:1])=[CH:14][C:15]=1[F:21])[CH2:34]2)([O-:29])=[O:28] |f:1.2|. Procedure: 213 mg of 1-(2,4-difluorophenyl)-6,7,8-trifluoro-1,4- dihydro-4-oxoquinoline-3-carboxylic acid, 176 mg of 4-nitroisoindoline hydrobromide, 164 mg of DBU, and 1.5 ml of anhydrous DMF were processed in the same manner as in Example 20 to produce 47 mg of the target compound. Solvent: C1CCOC1 (THF). The product is OCC1=CC=C(C=N1)N1CCN(CC1)C(=O)OC(C)(C)C (tert-butyl 4-(6-hydroxymethyl-pyridin-3-yl)-piperazine-1-carboxylate). Starting materials: C(=O)C1=CC=C(C=N1)N1CCN(CC1)C(=O)OC(C)(C)C (tert-butyl 4-(6-formyl-pyridin-3-yl)-piperazine-1-carboxylate), [BH4-].[Na+] (NaBH4), ice. Procedure: To a solution of tert-butyl 4-(6-formyl-pyridin-3-yl)-piperazine-1-carboxylate (0.39 mmol) in THF (10 mL) is added NaBH4 (2.72 mmol) and the reaction mixture is stirred at room temperature for 1 hour. After it is cooled to 0° C., the reaction mixture is slowly mixed with ice cold water (5 mL) and then partitioned between saturated Na2CO3 solution and 10% MeOH in EtOAc. The aqueous phase is extracted with 10% MeOH in EtOAc. The combined organic extracts are washed with saturated aqueous NaCl and ... Reaction SMILES: [CH:1]([C:3]1[N:8]=[CH:7][C:6]([N:9]2[CH2:14][CH2:13][N:12]([C:15]([O:17][C:18]([CH3:21])([CH3:20])[CH3:19])=[O:16])[CH2:11][CH2:10]2)=[CH:5][CH:4]=1)=[O:2].[BH4-].[Na+]>C1COCC1>[OH:2][CH2:1][C:3]1[N:8]=[CH:7][C:6]([N:9]2[CH2:14][CH2:13][N:12]([C:15]([O:17][C:18]([CH3:21])([CH3:20])[CH3:19])=[O:16])[CH2:11][CH2:10]2)=[CH:5][CH:4]=1 |f:1.2|. Conditions: time 1 hour. Starting materials: O (water), BrCC1=CC=C(C=C1)B(O)O ((4-(bromomethyl)phenyl)boronic acid), C([O-])([O-])=O.[K+].[K+] (potassium carbonate), N1CCOCC1 (morpholine). Run in C(C)#N (acetonitrile). Reaction conditions: time 60 hour. Product: O1CCN(CC1)CC1=CC=C(C=C1)B(O)O ((4-(morpholino methyl)phenyl)boronic acid). Reaction SMILES: Br[CH2:2][C:3]1[CH:8]=[CH:7][C:6]([B:9]([OH:11])[OH:10])=[CH:5][CH:4]=1.C(=O)([O-])[O-].[K+].[K+].[NH:18]1[CH2:23][CH2:22][O:21][CH2:20][CH2:19]1.O>C(#N)C>[O:21]1[CH2:22][CH2:23][N:18]([CH2:2][C:3]2[CH:8]=[CH:7][C:6]([B:9]([OH:11])[OH:10])=[CH:5][CH:4]=2)[CH2:19][CH2:20]1 |f:1.2.3|. Procedure: To a mixture of (4-(bromomethyl)phenyl)boronic acid (500 mg) and potassium carbonate (643 mg) in acetonitrile (10 mL) was added morpholine (0.304 mL), and the mixture was stirred at room temperature for 60 hr. To the reaction mixture was added water, and the mixture was extracted with ethyl acetate. The organic layer was washed with saturated brine, dried over anhydrous magnesium sulfate, and concentrated under reduced pressure. The obtained solid was washed with diisopropyl ether and ethyl acet... The reactants are CC(C)C[AlH]CC(C)C, CO, Cc1ccccc1, N#Cc1ccc([N+](=O)[O-])cc1C(F)(F)F, O=S(=O)(O)O. Yields the product O=Cc1ccc([N+](=O)[O-])cc1C(F)(F)F. As a reaction SMILES: [CH3:16][CH:17]([CH2:18][AlH:19][CH2:20][CH:21]([CH3:22])[CH3:23])[CH3:24].[CH3:25][OH:26].[CH3:32][c:33]1[cH:34][cH:35][cH:36][cH:37][cH:38]1.[N+:1](=[O:2])([O-:3])[c:4]1[cH:5][c:6]([C:12]([F:13])([F:14])[F:15])[c:7]([C:8]#[N:9])[cH:10][cH:11]1.[S:27]([OH:28])(=[O:29])(=[O:30])[OH:31]>>[N+:1](=[O:2])([O-:3])[c:4]1[cH:5][c:6]([C:12]([F:13])([F:14])[F:15])[c:7]([CH:8]=[O:28])[cH:10][cH:11]1. The reactants are FC=1C=CC(=C(O[C@H]2[C@@H]3[C@H](OC2)[C@H](CO3)OS(=O)(=O)C(F)(F)F)C1)[N+](=O)[O-] ([(3R,3aR,6S,6aS)-3-(5-fluoro-2-nitro-phenoxy)-2,3,3a,5,6,6a-hexahydrofuro[3,2-b]furan-6-yl]trifluoromethanesulfonate), C(C)#N (acetonitrile). Reaction conditions: time 10 day. The product is FC=1C=CC(=C(O[C@@H]2CO[C@H]3[C@@H]2OCC3)C1)[N+](=O)[O-] ((3aR,6R,6aS)-6-(5-fluoro-2-nitro-phenoxy)-2,3,3a,5,6,6a-hexahydrofuro[3,2-b]furan). As a reaction SMILES: [F:1][C:2]1[CH:3]=[CH:4][C:5]([N+:25]([O-:27])=[O:26])=[C:6]([CH:24]=1)[O:7][C@@H:8]1[CH2:12][O:11][C@@H:10]2[C@@H:13](OS(C(F)(F)F)(=O)=O)[CH2:14][O:15][C@H:9]12.C(#N)C>>[F:1][C:2]1[CH:3]=[CH:4][C:5]([N+:25]([O-:27])=[O:26])=[C:6]([CH:24]=1)[O:7][C@H:8]1[C@H:9]2[O:15][CH2:14][CH2:13][C@H:10]2[O:11][CH2:12]1. Reported procedure: To 4.0 g (9.6 mmol) [(3R,3aR,6S,6aS)-3-(5-fluoro-2-nitro-phenoxy)-2,3,3a,5,6,6a-hexahydrofuro[3,2-b]furan-6-yl]trifluoromethanesulfonate (intermediate III.3) in acetonitrile 1.1 g (28.8 mmol) sodium borohydride are added. The reaction mixture is stirred at RT for 10 days. The reaction mixture is evaporated, taken up in ice water, carefully acidified with aqueous 4 mol/l HCl and extracted with EtOAc. The organic phases are pooled, washed with water, dried and evaporated. The residue is purified b... Reactants: Cl (HCl), O1CCOCC1 (1,4-dioxane), C1(=C(C=CC=C1)C(CC(C(=O)OCC)C)NS(=O)C(C)(C)C)C1=CC=CC=C1 (ethyl 4-([1,1′-biphenyl]-2-yl)-4-(1,1-dimethylethylsulfinamido)-2-methylbutanoate). The solvent is CO (MeOH). Conditions: temperature 0 celsius, time 10 minute. The product is C1(=C(C=CC=C1)C(CC(C(=O)OCC)C)N)C1=CC=CC=C1 (ethyl 4-([1,1′-biphenyl]-2-yl)-4-amino-2-methylbutanoate). As a reaction SMILES: [C:1]1([C:23]2[CH:28]=[CH:27][CH:26]=[CH:25][CH:24]=2)[CH:6]=[CH:5][CH:4]=[CH:3][C:2]=1[CH:7]([NH:16]S(C(C)(C)C)=O)[CH2:8][CH:9]([CH3:15])[C:10]([O:12][CH2:13][CH3:14])=[O:11].Cl.O1CCOCC1>CO>[C:1]1([C:23]2[CH:28]=[CH:27][CH:26]=[CH:25][CH:24]=2)[CH:6]=[CH:5][CH:4]=[CH:3][C:2]=1[CH:7]([NH2:16])[CH2:8][CH:9]([CH3:15])[C:10]([O:12][CH2:13][CH3:14])=[O:11]. Reported procedure: A cooled (0° C.) slightly yellow solution of ethyl 4-([1,1′-biphenyl]-2-yl)-4-(1,1-dimethylethylsulfinamido)-2-methylbutanoate (220 mg; 0.54 mmol) in MeOH (3 ml) was treated dropwise with a solution of 4 M HCl in 1,4-dioxane (0.27 ml; 1.08 mmol). The resulting yellow mixture was further stirred at 0° C., under nitrogen, for 10 min., and then at rt for 1 h. The reaction mixture was then concentrated to dryness under reduced pressure and the oily residue was further dried under HV to give the chlo... Conditions: time 5 hour. The solvent is C(C)C(=O)C (ethyl methylketone). Reactants: C(=O)(O)C1=C(C=O)C=CC=C1 (2- carboxybenzaldehyde), BrC(C(=O)OCC)C(=O)OCC (diethyl bromomalonate), C([O-])([O-])=O.[K+].[K+] (potassium carbonate). The product is C1(=O)OC(=CC2=CC=CC=C12)C(=O)O (Isocoumarin -3- carboxylic acid). Reported procedure: A mixture of 2- carboxybenzaldehyde (20.0g), diethyl bromomalonate (20.0g) and anhydrous potassium carbonate (20.0g) in ethyl methylketone (200ml.) was heated under reflux, with stirring, for 5 hours. The cooled mixture was evaporated to dryness and water (300ml.) added to the residue. After extraction with a mixture of ether-chloroform, the organic extracts were washed with water, dried and evaporated to dryness. The residual solid was heated under reflux with a mixture of concentrated hydrochl... Reaction SMILES: [C:1]([C:4]1[CH:11]=[CH:10][CH:9]=[CH:8][C:5]=1[CH:6]=O)([OH:3])=[O:2].Br[CH:13](C(OCC)=O)[C:14]([O:16]CC)=[O:15].C(=O)([O-])[O-].[K+].[K+]>C(C(C)=O)C>[C:1]1([C:4]2[C:5](=[CH:8][CH:9]=[CH:10][CH:11]=2)[CH:6]=[C:13]([C:14]([OH:16])=[O:15])[O:3]1)=[O:2] |f:2.3.4|.